Dataset: the Open Reaction Database (ORD), a public repository of structured organic reaction records. Task: describe an organic reaction: reactants, conditions, products, and yield The reactants are C(C(=O)O)(=O)O.C(CCC#C)SC1=NON=C1C=1CN(CCC1)C (3-(3-(4-Pentynylthio)-1,2,5-oxadiazol-4-yl)-1,2,5,6-tetrahydro-1-methylpyridine oxalate), BrCCCC#C (1-bromo-4-pentyne), Compound 214, ClC1=NON=C1C=1C=NC=CC1 (3-(3-chloro-1,2,5-oxadiazol-4-yl)pyridine), S.[Na] (sodium hydrogen-sulfide). The product is C(C(=O)O)(=O)O.O(C1=CC=CC=C1)CCSC1=NON=C1C=1CN(CCC1)C (3-(3-(2-Phenoxyethylthio)-1,2,5-oxadiazol-4-yl)-1,2,5,6-tetrahydro-1-methylpyridine oxalate). Reaction SMILES: [C:1]([OH:6])(=[O:5])[C:2]([OH:4])=[O:3].[CH2:7]([S:12][C:13]1[C:17]([C:18]2[CH2:19][N:20]([CH3:24])[CH2:21][CH2:22][CH:23]=2)=[N:16][O:15][N:14]=1)[CH2:8]CC#C.Cl[C:26]1[C:30]([C:31]2C=N[CH:34]=[CH:35][CH:36]=2)=NON=1.S.[Na].BrCCCC#C>>[C:1]([OH:6])(=[O:5])[C:2]([OH:4])=[O:3].[O:3]([CH2:8][CH2:7][S:12][C:13]1[C:17]([C:18]2[CH2:19][N:20]([CH3:24])[CH2:21][CH2:22][CH:23]=2)=[N:16][O:15][N:14]=1)[C:26]1[CH:30]=[CH:31][CH:36]=[CH:35][CH:34]=1 |f:0.1,3.4,6.7,^1:37|. Procedure: 3-(3-(4-Pentynylthio)-1,2,5-oxadiazol-4-yl)-1,2,5,6-tetrahydro-1-methylpyridine oxalate from 3-(3-chloro-1,2,5-oxadiazol-4-yl)pyridine, sodium hydrogen-sulfide and 1-bromo-4-pentyne. M.p. 119°-120° C. Compound 214.